Task: describe an organic reaction: reactants, conditions, products, and yield. Dataset: the Open Reaction Database (ORD), a public repository of structured organic reaction records Product: Cc1cc(O)c(C)c(C)c1O. RXN SMILES: [CH3:1][c:2]1[cH:3][c:4]([CH3:5])[c:6]([CH3:7])[c:8]([OH:9])[cH:10]1.[CH3:30][c:31]1[c:32]([CH3:33])[cH:34][c:35]([CH3:36])[c:37]([OH:38])[c:39]1[OH:40].[CH3:41][CH:42]([CH3:43])[CH2:44][C:45](=[O:46])[CH3:47].[In+3:18].[In+3:29].[OH:11][OH:12].[S:13](=[O:14])([O-:15])([O-:16])=[O:17].[S:19]([O-:20])([O-:21])(=[O:22])=[O:23].[S:24]([O-:25])([O-:26])(=[O:27])=[O:28]>>[CH3:1][c:2]1[c:3]([OH:14])[c:4]([CH3:5])[c:6]([CH3:7])[c:8]([OH:9])[cH:10]1. Starting materials: Cc1cc(C)c(C)c(O)c1, Cc1cc(C)c(O)c(O)c1C, CC(=O)CC(C)C, [In+3], [In+3], OO, O=S(=O)([O-])[O-], O=S(=O)([O-])[O-], O=S(=O)([O-])[O-]. Reactants: C(C)(=O)C=1C(=CC(=C(C1)NC(OC1=CC=CC=C1)=O)OC)C (Phenyl N-(5-acetyl-2-methoxy-4-methylphenyl)carbamate), ClC=1C=C(C=C(C1)Cl)N1CCNCC1 (1-(3,5-dichlorophenyl)piperazine). Yields the product C(C)(=O)C=1C(=CC(=C(C1)NC(=O)N1CCN(CC1)C1=CC(=CC(=C1)Cl)Cl)OC)C (1-[(5-Acetyl-2-methoxy-4-methylphenyl)aminocarbonyl]-4-(3,5-dichlorophenyl)piperazine). Isolated yield 78.0%. Reaction SMILES: [C:1]([C:4]1[C:5]([CH3:22])=[CH:6][C:7]([O:20][CH3:21])=[C:8]([NH:10][C:11](=[O:19])OC2C=CC=CC=2)[CH:9]=1)(=[O:3])[CH3:2].[Cl:23][C:24]1[CH:25]=[C:26]([N:31]2[CH2:36][CH2:35][NH:34][CH2:33][CH2:32]2)[CH:27]=[C:28]([Cl:30])[CH:29]=1>>[C:1]([C:4]1[C:5]([CH3:22])=[CH:6][C:7]([O:20][CH3:21])=[C:8]([NH:10][C:11]([N:34]2[CH2:33][CH2:32][N:31]([C:26]3[CH:25]=[C:24]([Cl:23])[CH:29]=[C:28]([Cl:30])[CH:27]=3)[CH2:36][CH2:35]2)=[O:19])[CH:9]=1)(=[O:3])[CH3:2]. Procedure details: Phenyl N-(5-acetyl-2-methoxy-4-methylphenyl)carbamate and 1-(3,5-dichlorophenyl)piperazine were reacted by the same way with the example 170 to obtain the titled compound. Reactants: FC=1C(=C2C=3N(C(CO2)C)C=C(C(C3C1)=O)C(=O)O)F (9,10-difluoro-2,3-dihydro-3-methyl-7-oxo-7H-pyrido[1,2,3-de][1,4]-benzoxazine-6-carboxylic acid), NC=1C=C2CNCC2=CC1 (5-aminoisoindoline). Solvent: CN(C)C=O (DMF). The product is NC=1C=C2CN(CC2=CC1)C=1C(=CC2=C3N(C(COC31)C)C=C(C2=O)C(=O)O)F (10-(5-amino-2-isoindolinyl)-9-fluoro-2,3-dihydro-3-methyl-7-oxo-7H-pyrido[1,2,3-de][1,4]-benzoxazine-6-carboxylic acid). The yield is 56.2%. Reaction SMILES: [F:1][C:2]1[C:3](F)=[C:4]2[O:9][CH2:8][CH:7]([CH3:10])[N:6]3[CH:11]=[C:12]([C:17]([OH:19])=[O:18])[C:13](=[O:16])[C:14]([CH:15]=1)=[C:5]23.[NH2:21][C:22]1[CH:23]=[C:24]2[C:28](=[CH:29][CH:30]=1)[CH2:27][NH:26][CH2:25]2>CN(C=O)C>[NH2:21][C:22]1[CH:23]=[C:24]2[C:28](=[CH:29][CH:30]=1)[CH2:27][N:26]([C:3]1[C:2]([F:1])=[CH:15][C:14]3[C:13](=[O:16])[C:12]([C:17]([OH:19])=[O:18])=[CH:11][N:6]4[CH:7]([CH3:10])[CH2:8][O:9][C:4]=1[C:5]=34)[CH2:25]2. Reported procedure: 157 mg of 9,10-difluoro-2,3-dihydro-3-methyl-7-oxo-7H-pyrido[1,2,3-de][1,4]-benzoxazine-6-carboxylic acid, 242 mg of 5-aminoisoindoline, and 1.5 ml of anhydrous DMF were processed in the same manner as in Example 2 to produce 124 mg of the target compound. Starting materials: NNC(=S)N (Thiosemicarbazide), CNC(CCC(C1=CC=CC=C1)=O)=O (N-methyl4-oxo-4-phenyl-butyramide), Cl (HCl), O (water). The solvent is CO (methanol). Yields the product NC(=S)NN=C(CCC(=O)NC)C1=CC=CC=C1 (4-[(Aminothioxomethyl)-hydrazono]-N-methyl-4-phenylbutanamide). Isolated yield 98.9%. As a reaction SMILES: [NH2:1][NH:2][C:3]([NH2:5])=[S:4].[CH3:6][NH:7][C:8](=[O:19])[CH2:9][CH2:10][C:11](=O)[C:12]1[CH:17]=[CH:16][CH:15]=[CH:14][CH:13]=1.Cl.O>CO>[NH2:5][C:3]([NH:2][N:1]=[C:11]([C:12]1[CH:13]=[CH:14][CH:15]=[CH:16][CH:17]=1)[CH2:10][CH2:9][C:8]([NH:7][CH3:6])=[O:19])=[S:4]. Procedure: Thiosemicarbazide (2.60 g, 28.5 mmol) was added to a solution of N-methyl4-oxo-4-phenyl-butyramide (3.33 g, 17.4 mmol), prepared in the previous step, in 60 ml of methanol plus 4.7 ml of 1 N HCl plus 4.7 ml of water and the reaction stirred at room temperature for 22 hours. The reaction was submerged in an ice bath and a solid precipitated. The solid was collected by filtration and dried to give 4.55 g of a white solid. The solid was triturated with water and then dried to give the title compoun... The reactants are ClC=1C=NC=C(C(=O)NN)C1 (5-Chloronicotinohydrazide), ClC=1C=CC(=C(C1)C(C)=O)O (1-(5-chloro-2-hydroxyphenyl)ethanone). Run in CO (methanol), C(C)(=O)O (acetic acid). Run at temperature 120 celsius. Product: ClC=1C=NC=C(C(=O)N/N=C(\C)/C2=C(C=CC(=C2)Cl)O)C1 ((E)-5-chloro-N′-(1-(5-chloro-2-hydroxyphenyl)ethylidene)nicotinohydrazide). Isolated yield 35.3%. As a reaction SMILES: [Cl:1][C:2]1[CH:3]=[N:4][CH:5]=[C:6]([CH:11]=1)[C:7]([NH:9][NH2:10])=[O:8].[Cl:12][C:13]1[CH:14]=[CH:15][C:16]([OH:22])=[C:17]([C:19](=O)[CH3:20])[CH:18]=1>CO.C(O)(=O)C>[Cl:1][C:2]1[CH:3]=[N:4][CH:5]=[C:6]([CH:11]=1)[C:7]([NH:9]/[N:10]=[C:19](/[C:17]1[CH:18]=[C:13]([Cl:12])[CH:14]=[CH:15][C:16]=1[OH:22])\[CH3:20])=[O:8]. Procedure details: 5-Chloronicotinohydrazide (30 mg, 0.175 mmol) and 1-(5-chloro-2-hydroxyphenyl)ethanone (29.8 mg, 0.175 mmol) were dissolved in methanol (4 mL) in the presence of acetic acid as a catalyst, and the reaction mixture was heated via microwave irradiation to 120° C. for 30 min. The reaction was monitored by TLC. Upon completion of the reaction and following cooling, the solvent was removed by vacuum, and the resulting crude material was purified by flash column chromatography (2% CH3OH/CH2Cl2) afford... The reactants are O (water), ClCOC(N(C[C@H]1CN(C(O1)=O)C1=CC(=C(C=C1)C1CCS(CC1)(=O)=O)F)C(C)=O)=O ((R)-acetyl-{3-[4-(1,1-dioxo-hexahydro-1λ6-thiopyran-4-yl)-3-fluoro-phenyl]-2-oxo-oxazolidin-5-ylmethyl}-carbamic acid chloromethyl ester), C(C1=CC=NC=C1)(=O)[O-].[Cs+] (cesium isonicotinate), [I-].[Na+] (sodium iodide). RXN SMILES: Cl[CH2:2][O:3][C:4](=[O:31])[N:5]([C:28](=[O:30])[CH3:29])[CH2:6][C@@H:7]1[O:11][C:10](=[O:12])[N:9]([C:13]2[CH:18]=[CH:17][C:16]([CH:19]3[CH2:24][CH2:23][S:22](=[O:26])(=[O:25])[CH2:21][CH2:20]3)=[C:15]([F:27])[CH:14]=2)[CH2:8]1.[C:32]([O-:40])(=[O:39])[C:33]1[CH:38]=[CH:37][N:36]=[CH:35][CH:34]=1.[Cs+].[I-].[Na+].O>C(#N)C>[C:28]([N:5]([CH2:6][C@@H:7]1[O:11][C:10](=[O:12])[N:9]([C:13]2[CH:18]=[CH:17][C:16]([CH:19]3[CH2:24][CH2:23][S:22](=[O:26])(=[O:25])[CH2:21][CH2:20]3)=[C:15]([F:27])[CH:14]=2)[CH2:8]1)[C:4]([O:3][CH2:2][O:40][C:32](=[O:39])[C:33]1[CH:38]=[CH:37][N:36]=[CH:35][CH:34]=1)=[O:31])(=[O:30])[CH3:29] |f:1.2,3.4|. Isolated yield 80.0%. Procedure details: (R)-acetyl-{3-[4-(1,1-dioxo-hexahydro-1λ6-thiopyran-4-yl)-3-fluoro-phenyl]-2-oxo-oxazolidin-5-ylmethyl}-carbamic acid chloromethyl ester (10) (0.40 g, 0.84 mmol), cesium isonicotinate (0.33 g, 1.301 mmol) and sodium iodide (0.13 g, 0.86 mmol) in acetonitrile (25 mL) are heated to reflux overnight. After cooling to RT, water is added and the reaction mixture is extracted with EtOAc and then with dichloromethane. The organic phases are washed separately with brine and then the organic layers are c... The product is C(C)(=O)N(C(=O)OCOC(C1=CC=NC=C1)=O)C[C@H]1CN(C(O1)=O)C1=CC(=C(C=C1)C1CCS(CC1)(=O)=O)F (isonicotinic acid (acetyl-{3-[4-(1,1-dioxo-hexahydro-1λ6-thiopyran-4-yl)-3-fluoro-phenyl]-2-oxo-oxazolidin-5(R)-ylmethyl}-carbamoyloxy)-methyl ester). The solvent is C(C)#N (acetonitrile). Reactants: C(=C)C=1C=C(C(=O)Cl)C=CC1 (3-Vinylbenzoyl chloride), N (ammonia). The solvent is CCOC(=O)C (EtOAc). The product is C(=C)C=1C=C(C(=O)N)C=CC1 (3-Vinylbenzamide). Reaction SMILES: [CH:1]([C:3]1[CH:4]=[C:5]([CH:9]=[CH:10][CH:11]=1)[C:6](Cl)=[O:7])=[CH2:2].[NH3:12]>CCOC(C)=O>[CH:1]([C:3]1[CH:4]=[C:5]([CH:9]=[CH:10][CH:11]=1)[C:6]([NH2:12])=[O:7])=[CH2:2]. Reported procedure: 3-Vinylbenzoyl chloride is saturated with ammonia gas to afford an immediate precipitate. This mixture is poured into EtOAc and extracted with water and brine. The EtOAc is dried, filtered, and concentrated to afford the title compound: mp=128-130° C.; 1H NMR (CDCl3) δ 7.86 (d, J=1.3 Hz, 1H), 7.66 (dd, J=8.6, 1.0 Hz, 1H), 7.57 (d, 7.8 Hz, 1H), 7.41 (t, 7.8 Hz, 1H), 6.75 (dd, J=17.4, 10.9 Hz, 1H), 6.05 (br s, 1H), 5.83 (d, J=17.9 Hz, 1H), 5.61 (br s, 1H), 5.34 (d, J=10.9 Hz, 1H).